describe an organic reaction: reactants, conditions, products, and yield From a dataset of the Open Reaction Database (ORD), a public repository of structured organic reaction records. The reactants are C1CCNCC1, Cc1c(C(=O)N2CCN(C)CC2)c[nH]c1C=O, CCO, O=C1Cc2c(cccc2-c2ccc(Cl)cc2)N1. Product: Cc1c(C(=O)N2CCN(C)CC2)c[nH]c1C=C1C(=O)Nc2cccc(-c3ccc(Cl)cc3)c21. RXN SMILES: [CH2:35]1[CH2:36][CH2:37][NH:38][CH2:39][CH2:40]1.[CH3:18][c:19]1[c:20]([CH:33]=[O:34])[nH:21][cH:22][c:23]1[C:24](=[O:25])[N:26]1[CH2:27][CH2:28][N:29]([CH3:32])[CH2:30][CH2:31]1.[CH3:41][CH2:42][OH:43].[Cl:1][c:2]1[cH:3][cH:4][c:5](-[c:8]2[c:9]3[c:13]([cH:14][cH:15][cH:16]2)[NH:12][C:11](=[O:17])[CH2:10]3)[cH:6][cH:7]1>>[Cl:1][c:2]1[cH:3][cH:4][c:5](-[c:8]2[c:9]3[c:13]([cH:14][cH:15][cH:16]2)[NH:12][C:11](=[O:17])[C:10]3=[CH:33][c:20]2[c:19]([CH3:18])[c:23]([C:24](=[O:25])[N:26]3[CH2:27][CH2:28][N:29]([CH3:32])[CH2:30][CH2:31]3)[cH:22][nH:21]2)[cH:6][cH:7]1.